Dataset: the Open Reaction Database (ORD), a public repository of structured organic reaction records. Task: describe an organic reaction: reactants, conditions, products, and yield Reactants: FC1=C(C=O)C=C(C=C1F)F (2,3,5-Trifluorobenzaldehyde), COC=1C=C(CC#N)C=CC1OC (3,4-dimethoxybenzyl cyanide). The product is COC=1C=C(C=CC1OC)/C(/C#N)=C/C1=C(C(=CC(=C1)F)F)F ((Z)-2-(3,4-dimethoxy-phenyl)-3-(2,3,5-trifluoro-phenyl)-acrylonitrile). Isolated yield 84.0%. As a reaction SMILES: [F:1][C:2]1[C:9]([F:10])=[CH:8][C:7]([F:11])=[CH:6][C:3]=1[CH:4]=O.[CH3:12][O:13][C:14]1[CH:15]=[C:16]([CH:20]=[CH:21][C:22]=1[O:23][CH3:24])[CH2:17][C:18]#[N:19]>>[CH3:12][O:13][C:14]1[CH:15]=[C:16](/[C:17](=[CH:4]/[C:3]2[CH:6]=[C:7]([F:11])[CH:8]=[C:9]([F:10])[C:2]=2[F:1])/[C:18]#[N:19])[CH:20]=[CH:21][C:22]=1[O:23][CH3:24]. Reported procedure: 2,3,5-Trifluorobenzaldehyde (320 mg) and 3,4-dimethoxybenzyl cyanide (354 mg) were subjected to condensation in accordance with process A of (production process 2), to thereby produce the target product (536 mg, yield: 84%).